Dataset: the Open Reaction Database (ORD), a public repository of structured organic reaction records. Task: describe an organic reaction: reactants, conditions, products, and yield The reactants are C(C)(C)(C)OC(NC1=CC=C(C=C1)OC1=C(C=C(C=C1)C(NC1=NC=C(C=C1)Cl)=O)[N+](=O)[O-])=O ({4-[4-(5-Chloro-pyridin-2-ylcarbamoyl)-2-nitro-phenoxy]-phenyl}-carbamic acid tert-butyl ester), [Cl-].[NH4+] (ammonium chloride). Reagents/catalysts: [Fe] (iron). Solvent: C(C)(=O)OCC (ethyl acetate), C(C)O (ethanol), O (water). Run at temperature 80 celsius. Product: C(C)(C)(C)OC(NC1=CC=C(C=C1)OC1=C(C=C(C=C1)C(NC1=NC=C(C=C1)Cl)=O)N)=O ({4-[2-Amino-4-(5-chloro-pyridin-2-ylcarbamoyl)-phenoxy]-phenyl}-carbamic acid tert-butyl ester). The yield is 94.5%. Reaction SMILES: [C:1]([O:5][C:6](=[O:34])[NH:7][C:8]1[CH:13]=[CH:12][C:11]([O:14][C:15]2[CH:20]=[CH:19][C:18]([C:21](=[O:30])[NH:22][C:23]3[CH:28]=[CH:27][C:26]([Cl:29])=[CH:25][N:24]=3)=[CH:17][C:16]=2[N+:31]([O-])=O)=[CH:10][CH:9]=1)([CH3:4])([CH3:3])[CH3:2].[Cl-].[NH4+]>C(O)C.O.C(OCC)(=O)C.[Fe]>[C:1]([O:5][C:6](=[O:34])[NH:7][C:8]1[CH:13]=[CH:12][C:11]([O:14][C:15]2[CH:20]=[CH:19][C:18]([C:21](=[O:30])[NH:22][C:23]3[CH:28]=[CH:27][C:26]([Cl:29])=[CH:25][N:24]=3)=[CH:17][C:16]=2[NH2:31])=[CH:10][CH:9]=1)([CH3:4])([CH3:2])[CH3:3] |f:1.2|. Reported procedure: A suspension of the product of Example 199B (282 mg, 0.5816 mmol), iron powder (200 mg, 3.577 mmol), and ammonium chloride (204 mg, 3.809 mmol) in ethanol (8 mL) and water (4 mL) was heated at 80° C. for 45 minutes. After cooling to room temperature, the mixture was diluted with ethyl acetate (100 mL) and washed with water (2×50 mL) and brine (50 mL). The organic phase was dried over sodium sulfate, filtered and concentrated under vacuum to provide the title compound as a beige solid (250 mg, 94... Starting materials: CCOC(=O)C(C)Nc1ncccc1[N+](=O)[O-], C1CCOC1. Product: CCOC(=O)C(C)Nc1ncccc1N. Reaction SMILES: [CH2:1]([CH3:2])[O:3][C:4]([CH:5]([NH:6][c:7]1[n:8][cH:9][cH:10][cH:11][c:12]1[N+:13]([O-:14])=[O:15])[CH3:16])=[O:17].[O:18]1[CH2:19][CH2:20][CH2:21][CH2:22]1>>[CH2:1]([CH3:2])[O:3][C:4]([CH:5]([NH:6][c:7]1[n:8][cH:9][cH:10][cH:11][c:12]1[NH2:13])[CH3:16])=[O:17].